This data is from the Open Reaction Database (ORD), a public repository of structured organic reaction records. The task is: describe an organic reaction: reactants, conditions, products, and yield The reactants are NC1=CC=C2C=CC=NC2=C1 (7-aminoquinoline), FC1=CC=C(C=C1)C1=C(C=C(C=C1)C(=O)O)OCCOC (4′-fluoro-2-(2-methoxyethoxy)-1,1′-biphenyl-4-carboxylic acid). The product is FC1=CC=C(C=C1)C1=C(C=C(C=C1)C(=O)NC1=CC=C2C=CC=NC2=C1)OCCOC (4′-Fluoro-2-(2-methoxyethoxy)-N-quinolin-7-yl-1,1′-biphenyl-4-carboxamide). RXN SMILES: [NH2:1][C:2]1[CH:11]=[C:10]2[C:5]([CH:6]=[CH:7][CH:8]=[N:9]2)=[CH:4][CH:3]=1.[F:12][C:13]1[CH:18]=[CH:17][C:16]([C:19]2[CH:24]=[CH:23][C:22]([C:25](O)=[O:26])=[CH:21][C:20]=2[O:28][CH2:29][CH2:30][O:31][CH3:32])=[CH:15][CH:14]=1>>[F:12][C:13]1[CH:14]=[CH:15][C:16]([C:19]2[CH:24]=[CH:23][C:22]([C:25]([NH:1][C:2]3[CH:11]=[C:10]4[C:5]([CH:6]=[CH:7][CH:8]=[N:9]4)=[CH:4][CH:3]=3)=[O:26])=[CH:21][C:20]=2[O:28][CH2:29][CH2:30][O:31][CH3:32])=[CH:17][CH:18]=1. Procedure: Using the procedure outlined in Example 56, the title compound was prepared from 7-aminoquinoline (D55) (21 mg, 0.14 mmol) and 4′-fluoro-2-(2-methoxyethoxy)-1,1′-biphenyl-4-carboxylic acid (D77) (50 mg, 0.17 mmol) as an orange solid. MS(ES): MH+ 417, M-H+ 415 The reactants are C[O-].[Na+] (sodium methoxide), Cl (hydrochloric acid), Cl.[N+](=O)([O-])C1=CC=C(C=C1)CC(N)=N (2-(4-nitrophenyl)ethanimidamide hydrochloride), C(CC(=O)OCC)(C(=O)OCC)C(=O)OCC (triethyl ethane-1,1,2-tricarboxylate). Run in CO (methanol), O (water), CO (methanol). Conditions: temperature 0 celsius, time 3 hour. Product: OC1=NC(=NC(=C1CC(=O)OC)O)CC1=CC=C(C=C1)[N+](=O)[O-] (methyl [4,6-dihydroxy-2-(4-nitrobenzyl)-pyrimidin-5-yl]acetate). Reaction SMILES: Cl.[N+:2]([C:5]1[CH:10]=[CH:9][C:8]([CH2:11][C:12](=[NH:14])[NH2:13])=[CH:7][CH:6]=1)([O-:4])=[O:3].[CH:15]([C:27](OCC)=[O:28])([C:22](OCC)=[O:23])[CH2:16][C:17]([O:19][CH2:20]C)=[O:18].C[O-].[Na+].Cl>O.CO>[OH:23][C:22]1[C:15]([CH2:16][C:17]([O:19][CH3:20])=[O:18])=[C:27]([OH:28])[N:13]=[C:12]([CH2:11][C:8]2[CH:7]=[CH:6][C:5]([N+:2]([O-:4])=[O:3])=[CH:10][CH:9]=2)[N:14]=1 |f:0.1,3.4|. Reported procedure: A 250 mL round bottom flask was charged with 2-(4-nitrophenyl)ethanimidamide hydrochloride (approximately 6.47 g, 30.0 mmol, 48% purity), triethyl ethane-1,1,2-tricarboxylate (7.60 mL, 33.0 mmol) and methanol (43 mL). To this solution was added a 25% sodium methoxide solution in methanol (24.0 mL, 105.2 mmol) immediately resulting in a dark purple thick suspension. After stirring for three hours under reflux the dark purple mixture was cooled to 0° C. using an ice bath and carefully treated with... Reactants: C[Si](C)(C)I, COc1cc(CCc2cnc(NC3CCC(C(C)C)CC3)c3ccccc23)ccn1, ClC(Cl)Cl. The product is CC(C)C1CCC(Nc2ncc(CCc3ccnc(O)c3)c3ccccc23)CC1. Reaction SMILES: [CH3:31][Si:32]([I:33])([CH3:34])[CH3:35].[CH:1]([CH3:2])([CH3:3])[CH:4]1[CH2:5][CH2:6][CH:7]([NH:10][c:11]2[n:12][cH:13][c:14]([CH2:21][CH2:22][c:23]3[cH:24][c:25]([O:29][CH3:30])[n:26][cH:27][cH:28]3)[c:15]3[cH:16][cH:17][cH:18][cH:19][c:20]23)[CH2:8][CH2:9]1.[CH:36]([Cl:37])([Cl:38])[Cl:39]>>[CH:1]([CH3:2])([CH3:3])[CH:4]1[CH2:5][CH2:6][CH:7]([NH:10][c:11]2[n:12][cH:13][c:14]([CH2:21][CH2:22][c:23]3[cH:24][c:25]([OH:29])[n:26][cH:27][cH:28]3)[c:15]3[cH:16][cH:17][cH:18][cH:19][c:20]23)[CH2:8][CH2:9]1. Reactants: OCCCNc1cc(F)ccc1F, CC(C)OC(=O)N=NC(=O)OC(C)C, C1CCOC1, COCCCN1CCOc2ccc(COC3CN(C(=O)OCc4ccccc4)CCC3c3ccc(O)cc3)cc21, c1ccc(P(c2ccccc2)c2ccccc2)cc1. The product is COCCCN1CCOc2ccc(COC3CN(C(=O)OCc4ccccc4)CCC3c3ccc(OCCCNc4cc(F)ccc4F)cc3)cc21. As a reaction SMILES: [F:41][c:42]1[c:43]([NH:49][CH2:50][CH2:51][CH2:52][OH:53])[cH:44][c:45]([F:48])[cH:46][cH:47]1.[O:73]=[C:74]([O:75][CH:76]([CH3:77])[CH3:78])[N:79]=[N:80][C:81]([O:82][CH:83]([CH3:84])[CH3:85])=[O:86].[O:87]1[CH2:88][CH2:89][CH2:90][CH2:91]1.[OH:1][c:2]1[cH:3][cH:4][c:5]([CH:8]2[CH:9]([O:24][CH2:25][c:26]3[cH:27][cH:28][c:29]4[c:30]([cH:40]3)[N:31]([CH2:35][CH2:36][CH2:37][O:38][CH3:39])[CH2:32][CH2:33][O:34]4)[CH2:10][N:11]([C:14](=[O:15])[O:16][CH2:17][c:18]3[cH:19][cH:20][cH:21][cH:22][cH:23]3)[CH2:12][CH2:13]2)[cH:6][cH:7]1.[c:54]1([P:55]([c:56]2[cH:57][cH:58][cH:59][cH:60][cH:61]2)[c:62]2[cH:63][cH:64][cH:65][cH:66][cH:67]2)[cH:68][cH:69][cH:70][cH:71][cH:72]1>>[O:1]([c:2]1[cH:3][cH:4][c:5]([CH:8]2[CH:9]([O:24][CH2:25][c:26]3[cH:27][cH:28][c:29]4[c:30]([cH:40]3)[N:31]([CH2:35][CH2:36][CH2:37][O:38][CH3:39])[CH2:32][CH2:33][O:34]4)[CH2:10][N:11]([C:14](=[O:15])[O:16][CH2:17][c:18]3[cH:19][cH:20][cH:21][cH:22][cH:23]3)[CH2:12][CH2:13]2)[cH:6][cH:7]1)[CH2:52][CH2:51][CH2:50][NH:49][c:43]1[c:42]([F:41])[cH:47][cH:46][c:45]([F:48])[cH:44]1. Starting materials: C1(CC1)COC1=C(C=CC(=N1)C(=O)O)N1CC(C1)(F)F (6-cyclopropylmethoxy-5-(3,3-difluoro-azetidin-1-yl)-pyridine-2-carboxylic acid), N[C@H](C(=O)N)CC(C)C ((2S)-2-amino-4-methyl-pentanamide). Product: C(N)(=O)[C@H](CC(C)C)NC(=O)C1=NC(=C(C=C1)N1CC(C1)(F)F)OCC1CC1 (6-Cyclopropylmethoxy-5-(3,3-difluoro-azetidin-1-yl)-pyridine-2-carboxylic acid ((S)-1-carbamoyl-3-methyl-butyl)-amide). As a reaction SMILES: [CH:1]1([CH2:4][O:5][C:6]2[N:11]=[C:10]([C:12]([OH:14])=O)[CH:9]=[CH:8][C:7]=2[N:15]2[CH2:18][C:17]([F:20])([F:19])[CH2:16]2)[CH2:3][CH2:2]1.[NH2:21][C@@H:22]([CH2:26][CH:27]([CH3:29])[CH3:28])[C:23]([NH2:25])=[O:24]>>[C:23]([C@@H:22]([NH:21][C:12]([C:10]1[CH:9]=[CH:8][C:7]([N:15]2[CH2:18][C:17]([F:20])([F:19])[CH2:16]2)=[C:6]([O:5][CH2:4][CH:1]2[CH2:2][CH2:3]2)[N:11]=1)=[O:14])[CH2:26][CH:27]([CH3:29])[CH3:28])(=[O:24])[NH2:25]. Procedure: The title compound was synthesized in analogy to Example 1, using 6-cyclopropylmethoxy-5-(3,3-difluoro-azetidin-1-yl)-pyridine-2-carboxylic acid (Example 69 b) and (2S)-2-amino-4-methyl-pentanamide (CAN 687-51-4) as starting materials, MS (EI): m/e=397.2 [M+H]+. Starting materials: ( ε ), CC1=NC(=CS1)/C=C(\C)/[C@@H]2C/C=C\CCC[C@@H]([C@@H](CC(=O)C([C@H](CC(=O)O2)O)(C)C)O)C (Epothilone C3), ( 4 ), CC1=NC(=CS1)/C=C/[C@@H]2C[C@H]3[C@H](O3)CCC[C@@H]([C@@H]([C@H](C(=O)C([C@H](CC(=O)O2)O)(C)C)C)O)C (Epothilone A8), CC1=NC(=CO1)/C=C(\C)/[C@@H]2C[C@H]3[C@H](O3)CCC[C@@H]([C@@H]([C@H](C(=O)C([C@H](CC(=O)O2)O)(C)C)C)O)C (Epothilone G1), CC1=NC(=CO1)/C=C(\C)/[C@@H]2C[C@H]3[C@H](O3)CCC[C@@H]([C@@H]([C@H](C(=O)C([C@H](CC(=O)O2)O)(C)C)C)O)C (Epothilone G1), ( 100 ), ( 35 ), [K+].[Br-] (KBr), ( 4 ), CC1=NC(=CO1)/C=C(\C)/[C@@H]2C/C=C(\CCC[C@@H]([C@@H]([C@H](C(=O)C([C@H](CC(=O)O2)O)(C)C)C)O)C)/C (Epothilone H2). Solvent: CO (MeOH), CO (MeOH). Product: CC1=NC(=CS1)/C=C(\C)/[C@@H]2C/C=C(\CC/C=C(/[C@@H]([C@H](C(=O)C([C@H](CC(=O)O2)O)(C)C)C)O)\C)/C (Epothilone D5). Reaction SMILES: [K+].[Br-].CC1[S:8]C=C(/C=C/[C@H]2OC(=O)C[C@H](O)C(C)(C)C(=O)[C@H](C)[C@@H](O)[C@@H](C)CCC[C@H]3O[C@H]3C2)N=1.[CH3:36][C:37]1O[CH:40]=[C:39](/[CH:42]=[C:43](/[C@H:45]2[O:62][C:60](=[O:61])[CH2:59][C@H:58]([OH:63])[C:57]([CH3:65])([CH3:64])[C:55](=[O:56])[C@H:54]([CH3:66])[C@@H:53]([OH:67])[C@@H:52]([CH3:68])[CH2:51][CH2:50][CH2:49][C:48]([CH3:69])=[CH:47][CH2:46]2)\[CH3:44])[N:38]=1.CC1OC=C(/C=C(/[C@H]2OC(=O)C[C@H](O)C(C)(C)C(=O)[C@H](C)[C@@H](O)[C@@H](C)CCC[C@H]3O[C@H]3C2)\C)N=1.CC1SC=C(/C=C(/[C@H]2OC(=O)C[C@H](O)C(C)(C)C(=O)C[C@@H](O)[C@@H](C)CCCC=CC2)\C)N=1>CO>[CH3:36][C:37]1[S:8][CH:40]=[C:39](/[CH:42]=[C:43](/[C@H:45]2[O:62][C:60](=[O:61])[CH2:59][C@H:58]([OH:63])[C:57]([CH3:65])([CH3:64])[C:55](=[O:56])[C@H:54]([CH3:66])[C@@H:53]([OH:67])[C:52]([CH3:68])=[CH:51][CH2:50][CH2:49][C:48]([CH3:69])=[CH:47][CH2:46]2)\[CH3:44])[N:38]=1 |f:0.1|. Reported procedure: colorless amorphous solid; [α]D22−150 (c 0.2, MeOH); UV (MeOH) λmax nm (ε) 205 (23300), 248 (13600); IR (KBr) νmax 3439, 2967, 2927, 1736, 1690, 1451, 1254, 1181, 987 cm−1; 1H NMR (CDCl3, 400 MHz) δ; 6.94 (1H, s, H-19), 6.51 (1H, bs, H-17), 5.34 (1H, bs, H-9), 5.29 (1H, dd, J=8.0, 2.4 Hz, H-15), 5.16 (1H, dd, J=8.2, 6.2 Hz, H-13), 4.30 (1H, bd, J=4.9 Hz, H-7), 4.19 (1H, ddd, J=10.8, 7.6, 3.0 Hz, H-3), 3.68 (1H, d, J=7.6 Hz, 3-OH), 3.17 (1H, dq, J=4.9, 7.0 Hz, H-6), 2.69 (3H, s, H-21), 2.65 (1H, ... The reactants are ClC1=NC(=CC=C1)C(=O)O (2-chloropyridine-6-carboxylic acid), S(=O)(Cl)Cl (thionyl chloride), BrC1=C(N)C(=CC(=C1)C(C(F)(F)F)(C(F)(F)F)F)C(F)(F)F (2-bromo-4-(perfluoropropan-2-yl)-6-(trifluoromethyl)aniline), ClC1=NC(=CC=C1)C(=O)Cl (2-chloropyridine-6-carboxylic acid chloride). Product: BrC1=C(C(=CC(=C1)C(C(F)(F)F)(C(F)(F)F)F)C(F)(F)F)NC(C1=NC(=CC=C1)Cl)=O (N-(2-bromo-4-(perfluoropropan-2-yl)-6-(trifluoromethyl)phenyl)-6-chloropicoline amide). RXN SMILES: [Cl:1][C:2]1[CH:7]=[CH:6][CH:5]=[C:4]([C:8](Cl)=[O:9])[N:3]=1.ClC1C=CC=C(C(O)=O)N=1.S(Cl)(Cl)=O.[Br:25][C:26]1[CH:32]=[C:31]([C:33]([F:42])([C:38]([F:41])([F:40])[F:39])[C:34]([F:37])([F:36])[F:35])[CH:30]=[C:29]([C:43]([F:46])([F:45])[F:44])[C:27]=1[NH2:28]>>[Br:25][C:26]1[CH:32]=[C:31]([C:33]([F:42])([C:34]([F:36])([F:37])[F:35])[C:38]([F:39])([F:41])[F:40])[CH:30]=[C:29]([C:43]([F:44])([F:45])[F:46])[C:27]=1[NH:28][C:8](=[O:9])[C:4]1[CH:5]=[CH:6][CH:7]=[C:2]([Cl:1])[N:3]=1. Procedure details: According to the method of 1-3 of Example 1, a target compound was prepared from 2-chloropyridine-6-carboxylic acid chloride prepared from 2-chloropyridine-6-carboxylic acid and thionyl chloride, and 2-bromo-4-(perfluoropropan-2-yl)-6-(trifluoromethyl)aniline obtained in 1-2 of Example 1. The reactants are CCOC(=O)Cn1nc(-c2ccc(NCCN(C)C)cc2)c2cccnc21, [Na+], [OH-]. Yields the product CN(C)CCNc1ccc(-c2nn(CC(=O)O)c3ncccc23)cc1. As a reaction SMILES: [CH3:1][N:2]([CH2:3][CH2:4][NH:5][c:6]1[cH:7][cH:8][c:9](-[c:12]2[n:13][n:14]([CH2:21][C:22](=[O:23])[O:24][CH2:25][CH3:26])[c:15]3[n:16][cH:17][cH:18][cH:19][c:20]23)[cH:10][cH:11]1)[CH3:27].[Na+:29].[OH-:28]>>[CH3:1][N:2]([CH2:3][CH2:4][NH:5][c:6]1[cH:7][cH:8][c:9](-[c:12]2[n:13][n:14]([CH2:21][C:22](=[O:23])[OH:24])[c:15]3[n:16][cH:17][cH:18][cH:19][c:20]23)[cH:10][cH:11]1)[CH3:27]. Reaction SMILES: [CH2:26]1[CH2:27][NH:28][CH2:29][CH2:30]1.[CH3:22][C:23](=[O:24])[OH:25].[CH3:31][c:32]1[cH:33][cH:34][cH:35][cH:36][cH:37]1.[CH3:38][CH2:39][O:40][C:41]([CH3:42])=[O:43].[Cl:1][c:2]1[c:3]([O:20][CH3:21])[cH:4][c:5]2[c:9]([cH:10]1)[C:8](=[O:11])[C:7]([CH2:12][CH2:13][C:14]([CH3:15])=[O:16])([CH2:17][CH2:18][F:19])[CH2:6]2>>[Cl:1][c:2]1[c:3]([O:20][CH3:21])[cH:4][c:5]2[c:9]([cH:10]1)[C:8]1=[CH:15][C:14](=[O:16])[CH2:13][CH2:12][C:7]1([CH2:17][CH2:18][F:19])[CH2:6]2. Yields the product COc1cc2c(cc1Cl)C1=CC(=O)CCC1(CCF)C2. Starting materials: C1CCNC1, CC(=O)O, Cc1ccccc1, CCOC(C)=O, COc1cc2c(cc1Cl)C(=O)C(CCF)(CCC(C)=O)C2. Reactants: FC(C(=O)O)(F)F (trifluoroacetic acid), ClC1=CC=C(C=2N3C(=NC21)N(CCC3)C=3C(=NC(=NC3C)O)C)C(C(F)(F)F)OC(F)F (5-{9-chloro-6-[1-(difluoromethoxy)-2,2,2-trifluoroethyl]-3,4-dihydropyrimido[1,2-a]benzimidazol-1(2H)-yl}-4,6-dimethylpyrimidin-2-ol), [OH-].[Na+] (sodium hydroxide). The reagents and catalysts are [Cl-].C(C1=CC=CC=C1)[N+](CC)(CC)CC (benzyltriethylammonium chloride). Run in [Cl-].[NH4+] (ammonium chloride), O1CCCC1 (tetrahydrofuran). Conditions: time 60 minute. Product: ClC1=CC=C(C=2N3C(=NC21)N(CCC3)C=3C(=NC(=NC3C)OC(F)F)C)C(C(F)(F)F)OC(F)F (9-Chloro-1-[2-(difluoromethoxy)-4,6-dimethylpyrimidin-5-yl]-6-[1-(difluoromethoxy)-2,2,2-trifluoroethyl]-1,2,3,4-tetrahydropyrimido[1,2-a]benzimidazole). Reaction SMILES: [Cl:1][C:2]1[C:10]2[N:9]=[C:8]3[N:11]([C:15]4[C:16]([CH3:23])=[N:17][C:18]([OH:22])=[N:19][C:20]=4[CH3:21])[CH2:12][CH2:13][CH2:14][N:7]3[C:6]=2[C:5]([CH:24]([O:29][CH:30]([F:32])[F:31])[C:25]([F:28])([F:27])[F:26])=[CH:4][CH:3]=1.[OH-].[Na+].[F:35][C:36](F)([F:40])C(O)=O>[Cl-].C([N+](CC)(CC)CC)C1C=CC=CC=1.O1CCCC1.[Cl-].[NH4+]>[Cl:1][C:2]1[C:10]2[N:9]=[C:8]3[N:11]([C:15]4[C:16]([CH3:23])=[N:17][C:18]([O:22][CH:36]([F:40])[F:35])=[N:19][C:20]=4[CH3:21])[CH2:12][CH2:13][CH2:14][N:7]3[C:6]=2[C:5]([CH:24]([O:29][CH:30]([F:31])[F:32])[C:25]([F:28])([F:27])[F:26])=[CH:4][CH:3]=1 |f:1.2,4.5,7.8|. Procedure details: A mixture of 5-{9-chloro-6-[1-(difluoromethoxy)-2,2,2-trifluoroethyl]-3,4-dihydropyrimido[1,2-a]benzimidazol-1(2H)-yl}-4,6-dimethylpyrimidin-2-ol (290 mg, 0.607 mmol), benzyltriethylammonium chloride (6.9 mg, 0.0303 mmol), and 8N sodium hydroxide (2.4 mL) in tetrahydrofuran (2.4 mL) was stirred at room temperature under chloro(difluoro)methane atmosphere for 60 min. The mixture was diluted with aqueous saturated ammonium chloride, and extracted with ethyl acetate. The combined organic layer was ...